From a dataset of the Open Reaction Database (ORD), a public repository of structured organic reaction records. describe an organic reaction: reactants, conditions, products, and yield The reactants are [BH4-], CCC1CN(Cc2ccccc2)CC(C)(CC)C1=O, CO, [Na+]. The product is CCC1CN(Cc2ccccc2)CC(C)(CC)C1O. Reaction SMILES: [BH4-:1].[CH2:3]([c:4]1[cH:5][cH:6][cH:7][cH:8][cH:9]1)[N:10]1[CH2:11][C:12]([CH3:19])([CH2:20][CH3:21])[C:13](=[O:18])[CH:14]([CH2:16][CH3:17])[CH2:15]1.[CH3:22][OH:23].[Na+:2]>>[CH2:3]([c:4]1[cH:5][cH:6][cH:7][cH:8][cH:9]1)[N:10]1[CH2:11][C:12]([CH3:19])([CH2:20][CH3:21])[CH:13]([OH:18])[CH:14]([CH2:16][CH3:17])[CH2:15]1. The reactants are COC(C=1C(C(=O)OC)=CC(=CC1)OC1=C(C=C(C=C1)NC(C1=C(C=C(C=C1)[N+](=O)[O-])Br)=O)NC(C1=C(C=C(C=C1)[N+](=O)[O-])Br)=O)=O (4-[2,4-Bis-(2-bromo-4-nitrobenzoylamino)phenoxy]phthalic acid dimethyl ester), BrC1=C(C(=O)Cl)C=C(C=C1)[N+](=O)[O-] (2-bromo-5-nitrobenzoyl chloride), COC(C=1C(C(=O)OC)=CC(=CC1)OC1=C(C=C(C=C1)NC(C1=C(C=C(C=C1)[N+](=O)[O-])Br)=O)NC(C1=C(C=C(C=C1)[N+](=O)[O-])Br)=O)=O (4-[2,4-Bis-(2-bromo-4-nitrobenzoylamino)phenoxy]phthalic acid dimethyl ester), COC(C=1C(C(=O)OC)=CC(=CC1)OC1=C(C=C(C=C1)N)N)=O (4-(2,4-diaminophenoxy)phthalic acid dimethyl ester). Yields the product COC(C=1C(C(=O)OC)=C(C=CC1)OC1=C(C=C(C=C1)NC(C1=C(C=C(C=C1)[N+](=O)[O-])Br)=O)NC(C1=C(C=C(C=C1)[N+](=O)[O-])Br)=O)=O ([2,4-bis-(2-bromo-4-nitrobenzoylamino)phenoxy]phthalic acid dimethyl ester). RXN SMILES: COC(=O)C1C(=CC([O:14][C:15]2[CH:20]=[CH:19][C:18]([NH:21][C:22](=[O:33])[C:23]3[CH:28]=[CH:27][C:26]([N+:29]([O-:31])=[O:30])=[CH:25][C:24]=3[Br:32])=[CH:17][C:16]=2[NH:34][C:35](=[O:46])[C:36]2[CH:41]=[CH:40][C:39]([N+:42]([O-:44])=[O:43])=[CH:38][C:37]=2[Br:45])=CC=1)C(OC)=O.[CH3:48][O:49][C:50](=[O:70])[C:51]1[C:52](=[CH:57][C:58](OC2C=CC(N)=CC=2N)=[CH:59][CH:60]=1)[C:53]([O:55][CH3:56])=[O:54].BrC1C=CC([N+]([O-])=O)=CC=1C(Cl)=O>>[CH3:56][O:55][C:53](=[O:54])[C:52]1[C:51](=[C:60]([O:14][C:15]2[CH:20]=[CH:19][C:18]([NH:21][C:22](=[O:33])[C:23]3[CH:28]=[CH:27][C:26]([N+:29]([O-:31])=[O:30])=[CH:25][C:24]=3[Br:32])=[CH:17][C:16]=2[NH:34][C:35](=[O:46])[C:36]2[CH:41]=[CH:40][C:39]([N+:42]([O-:44])=[O:43])=[CH:38][C:37]=2[Br:45])[CH:59]=[CH:58][CH:57]=1)[C:50]([O:49][CH3:48])=[O:70]. Procedure: 4-[2,4-Bis-(2-bromo-4-nitrobenzoylamino)phenoxy]phthalic acid dimethyl ester (Compound 113) from 4-(2,4-diaminophenoxy)phthalic acid dimethyl ester (0.53 g) and 2-bromo-5-nitrobenzoyl chloride (1.0 g). The crude product purified on silica gel column (eluent: methylene chloride:methanol (5:1)) to give 4-([2,4-bis-(2-bromo-4-nitrobenzoylamino)phenoxy]phthalic acid dimethyl ester as brownish crystals (yield: 0.81 g 63%). Mp: 138-142° C. LC/MS: 794 (M+Na), 773 (MH+), 740 (M—OMe). CHN: Calculated: C:... Starting materials: C/C(/CC1=CNC2=CC=CC=C12)=C\CCCCCCCC ((E)-3-(2-methyl-2-undecenyl)indole), C(CCCCCC)(=O)C1=CNC2=CC=CC=C12 (3-heptanoylindole), BrCCCC(=O)OCC1=CC=C(C=C1)OC (4-methoxybenzyl 4-bromobutyrate). The product is C/C(/C(=O)C1=CN(C2=CC=CC=C12)CCCC(=O)OCC1=CC=C(C=C1)OC)=C\CCCCCCCC ((E)-4-methoxybenzyl 4-[3-(2-methyl-2-undecenoyl)-1-indolyl]butyrate). As a reaction SMILES: [CH3:1]/[C:2](=[CH:13]\[CH2:14][CH2:15][CH2:16][CH2:17][CH2:18][CH2:19][CH2:20][CH3:21])/[CH2:3][C:4]1[C:12]2[C:7](=[CH:8][CH:9]=[CH:10][CH:11]=2)[NH:6][CH:5]=1.C(C1C2C(=CC=CC=2)NC=1)(=[O:29])CCCCCC.Br[CH2:40][CH2:41][CH2:42][C:43]([O:45][CH2:46][C:47]1[CH:52]=[CH:51][C:50]([O:53][CH3:54])=[CH:49][CH:48]=1)=[O:44]>>[CH3:1]/[C:2](=[CH:13]\[CH2:14][CH2:15][CH2:16][CH2:17][CH2:18][CH2:19][CH2:20][CH3:21])/[C:3]([C:4]1[C:12]2[C:7](=[CH:8][CH:9]=[CH:10][CH:11]=2)[N:6]([CH2:40][CH2:41][CH2:42][C:43]([O:45][CH2:46][C:47]2[CH:52]=[CH:51][C:50]([O:53][CH3:54])=[CH:49][CH:48]=2)=[O:44])[CH:5]=1)=[O:29]. Procedure: The procedure of Ex. 1 was repeated except that (E)-3-(2-methyl-2-undecenyl)indole obtained in Pre. Ex. 25 was used in place of 3-heptanoylindole, and 4-methoxybenzyl 4-bromobutyrate was used in place of 4-bromobutyrate to give (E)-4-methoxybenzyl 4-[3-(2-methyl-2-undecenoyl)-1-indolyl]butyrate as an oil.